Dataset: the Open Reaction Database (ORD), a public repository of structured organic reaction records. Task: describe an organic reaction: reactants, conditions, products, and yield Reactants: ice water, S(=O)=O (sulfur dioxide), Cl (hydrochloric acid), diazonium salt, N(=O)[O-].[Na+] (sodium nitrite), ClC1=CC(=C(N)C=C1)[N+](=O)[O-] (4-chloro-2-nitroaniline), ice. The reagents and catalysts are [Cu]Cl (copper (I) chloride). The solvent is C(C)(=O)O (acetic acid), O (water). Reaction conditions: time 30 minute. Yields the product ClC1=C(C=CC(=C1)[N+](=O)[O-])S(=O)(=O)Cl (2-chloro-4-nitrobenzenesulfonyl chloride). The yield is 69.0%. Reaction SMILES: [ClH:1].[Cl:2][C:3]1[CH:9]=[CH:8][C:6](N)=[C:5]([N+:10]([O-:12])=[O:11])[CH:4]=1.N([O-])=O.[Na+].[S:17](=[O:19])=[O:18]>O.C(O)(=O)C.[Cu]Cl>[Cl:2][C:3]1[CH:4]=[C:5]([N+:10]([O-:12])=[O:11])[CH:6]=[CH:8][C:9]=1[S:17]([Cl:1])(=[O:19])=[O:18] |f:2.3|. Procedure: In a beaker charged with 15 mL of concentrated hydrochloric acid was added 1 g (5.8 mmol) of 4-chloro-2-nitroaniline. The mixture stirred for 30 minutes at room temperature. The mixture was then chilled (−5° C.) and 400 mg (5.8 mmol) of sodium nitrite in 10 mL of water was added in several portions while maintaining the temperature between −5° C. and 10° C. After 30 minutes, the diazonium salt mixture was added in several portions to a chilled (ice-water bath) solution of 115 mg (1.16 mmol) of c...